Dataset: the Open Reaction Database (ORD), a public repository of structured organic reaction records. Task: describe an organic reaction: reactants, conditions, products, and yield Reactants: CCOC(=O)C1CCN(Cc2ccccc2)CC1, [Na+], C1COCCO1, [OH-], O. The product is O=C(O)C1CCN(Cc2ccccc2)CC1. As a reaction SMILES: [CH2:1]([c:2]1[cH:3][cH:4][cH:5][cH:6][cH:7]1)[N:8]1[CH2:9][CH2:10][CH:11]([C:14](=[O:15])[O:16][CH2:17][CH3:18])[CH2:12][CH2:13]1.[Na+:20].[O:21]1[CH2:22][CH2:23][O:24][CH2:25][CH2:26]1.[OH-:19].[OH2:27]>>[CH2:1]([c:2]1[cH:3][cH:4][cH:5][cH:6][cH:7]1)[N:8]1[CH2:9][CH2:10][CH:11]([C:14](=[O:15])[OH:16])[CH2:12][CH2:13]1. Starting materials: C(C1=CC=CC=C1)OC(=O)N1C[C@@H](N(CC1)C(=O)OC(C)(C)C)CC(=O)O ([(S)-4-Benzyloxycarbonyl-1-tert-butoxycarbonyl-piperazin-2-yl]-acetic acid), C([O-])([O-])=O.[K+].[K+] (potassium carbonate), IC (iodomethane). Run in CC(=O)C (acetone). Conditions: time 8 hour. Yields the product C(C)(C)(C)OC(=O)N1[C@H](CN(CC1)C(=O)OCC1=CC=CC=C1)CC(=O)OC ((S)-2-Methoxycarbonylmethyl-piperazine-1,4-dicarboxylic acid 4-benzyl ester 1-tert-butyl ester). Isolated yield 89.3%. RXN SMILES: [CH2:1]([O:8][C:9]([N:11]1[CH2:16][CH2:15][N:14]([C:17]([O:19][C:20]([CH3:23])([CH3:22])[CH3:21])=[O:18])[C@@H:13]([CH2:24][C:25]([OH:27])=[O:26])[CH2:12]1)=[O:10])[C:2]1[CH:7]=[CH:6][CH:5]=[CH:4][CH:3]=1.[C:28](=O)([O-])[O-].[K+].[K+].IC>CC(C)=O>[C:20]([O:19][C:17]([N:14]1[CH2:15][CH2:16][N:11]([C:9]([O:8][CH2:1][C:2]2[CH:3]=[CH:4][CH:5]=[CH:6][CH:7]=2)=[O:10])[CH2:12][C@@H:13]1[CH2:24][C:25]([O:27][CH3:28])=[O:26])=[O:18])([CH3:22])([CH3:23])[CH3:21] |f:1.2.3|. Procedure: To a solution of the compound of step 1 (2.52 g, 6.66 mmol) in 45 ml of acetone were added potassium carbonate (5.522 g, 39.96 mmol) and iodomethane (1.24 ml, 19.98 mmol) and the solution was stirred at room temperature overnight. The mixture was filtered and the filtrate was concentrated to dryness. The residue was dissolved in EA, washed twice with brine, dried over sodium sulfate, filtered and evaporated under reduced pressure. The residue was purified by chromatography on silica gel (cyclohe... Reactants: C(C1=CC=CC=C1)OC(=O)C=1C(=NN(C1)C1=C(C=CC=C1)C)COC12CC3CC(CC(C1)C3)C2 (3-(adamantan-1-yloxymethyl)-1-o-tolyl-1H-pyrazole-4-carboxylic acid benzyl ester). Reagents/catalysts: [Pd] (palladium on charcoal). Run in CO.C1CCOC1 (MeOH THF). Yields the product C12(CC3CC(CC(C1)C3)C2)OCC2=NN(C=C2C(=O)O)C2=C(C=CC=C2)C (3-(Adamantan-1-yloxymethyl)-1-o-tolyl-1H-pyrazole-4-carboxylic acid). Reaction SMILES: C([O:8][C:9]([C:11]1[C:12]([CH2:23][O:24][C:25]23[CH2:34][CH:29]4[CH2:30][CH:31]([CH2:33][CH:27]([CH2:28]4)[CH2:26]2)[CH2:32]3)=[N:13][N:14]([C:16]2[CH:21]=[CH:20][CH:19]=[CH:18][C:17]=2[CH3:22])[CH:15]=1)=[O:10])C1C=CC=CC=1>CO.C1COCC1.[Pd]>[C:25]12([O:24][CH2:23][C:12]3[C:11]([C:9]([OH:10])=[O:8])=[CH:15][N:14]([C:16]4[CH:21]=[CH:20][CH:19]=[CH:18][C:17]=4[CH3:22])[N:13]=3)[CH2:34][CH:29]3[CH2:30][CH:31]([CH2:33][CH:27]([CH2:28]3)[CH2:26]1)[CH2:32]2 |f:1.2|. Procedure details: A solution of 3-(adamantan-1-yloxymethyl)-1-o-tolyl-1H-pyrazole-4-carboxylic acid benzyl ester (0.359 g, 0.79 mmol) in MeOH-THF (1:1/24 mL) was hydrogenated over 10% palladium on charcoal (50 mg) for 19 h. The reaction mixture was filtered through a pad of Celite and the filtrate evaporated to afford the product, (0.29 g, 100%).